describe an organic reaction: reactants, conditions, products, and yield From a dataset of the Open Reaction Database (ORD), a public repository of structured organic reaction records. The reactants are CC(=O)Cl, CCc1nc2cc(NS(C)(=O)=O)c(Cl)cc2n1-c1ccc(CCNC(=O)NS(=O)(=O)c2ccc(C)cc2)cc1, O, c1ccncc1. Product: CCc1nc2cc(NC(C)=O)c(Cl)cc2n1-c1ccc(CCNC(=O)NS(=O)(=O)c2ccc(C)cc2)cc1. As a reaction SMILES: [CH3:40][C:41]([Cl:42])=[O:43].[Cl:1][c:2]1[c:3]([NH:35][S:36]([CH3:37])(=[O:38])=[O:39])[cH:4][c:5]2[c:6]([n:7](-[c:12]3[cH:13][cH:14][c:15]([CH2:18][CH2:19][NH:20][C:21](=[O:22])[NH:23][S:24](=[O:25])(=[O:26])[c:27]4[cH:28][cH:29][c:30]([CH3:33])[cH:31][cH:32]4)[cH:16][cH:17]3)[c:8]([CH2:10][CH3:11])[n:9]2)[cH:34]1.[OH2:44].[cH:45]1[cH:46][cH:47][n:48][cH:49][cH:50]1>>[Cl:1][c:2]1[c:3]([NH:35][C:41]([CH3:40])=[O:43])[cH:4][c:5]2[c:6]([n:7](-[c:12]3[cH:13][cH:14][c:15]([CH2:18][CH2:19][NH:20][C:21](=[O:22])[NH:23][S:24](=[O:25])(=[O:26])[c:27]4[cH:28][cH:29][c:30]([CH3:33])[cH:31][cH:32]4)[cH:16][cH:17]3)[c:8]([CH2:10][CH3:11])[n:9]2)[cH:34]1.